This data is from the Open Reaction Database (ORD), a public repository of structured organic reaction records. The task is: describe an organic reaction: reactants, conditions, products, and yield The product is CC(=O)N1CCC(c2c3ccc(F)cc3nn2Cc2ccccc2)CC1. The reactants are CC(=O)N1CCC(c2[nH]nc3cc(F)ccc23)CC1, CS(C)=O, ClCc1ccccc1, [H-], [Na+]. As a reaction SMILES: [C:3]([CH3:4])(=[O:5])[N:6]1[CH2:7][CH2:8][CH:9]([c:12]2[nH:13][n:14][c:15]3[cH:16][c:17]([F:21])[cH:18][cH:19][c:20]23)[CH2:10][CH2:11]1.[CH3:30][S:31](=[O:32])[CH3:33].[Cl:22][CH2:23][c:24]1[cH:25][cH:26][cH:27][cH:28][cH:29]1.[H-:1].[Na+:2]>>[C:3]([CH3:4])(=[O:5])[N:6]1[CH2:7][CH2:8][CH:9]([c:12]2[n:13]([CH2:23][c:24]3[cH:25][cH:26][cH:27][cH:28][cH:29]3)[n:14][c:15]3[cH:16][c:17]([F:21])[cH:18][cH:19][c:20]23)[CH2:10][CH2:11]1. The reactants are C[Si]([O-])(C)C.[K+] (Potassium trimethylsilanolate), C(C)(C)(C)N1C[C@H]([C@@H](C1)C1=C(C=C(C=C1)F)F)C(=O)N1CCC(CC1)C1=C(C=C(C=C1)Cl)CC(=O)OC (Methyl [2-(1-{[(3S,4R)-1-Tert-Butyl-4-(2,4-Difluorophenyl)Pyrrolidin-3-yl]Carbonyl}Piperidin-4-yl)-5-Chlorophenyl]acetate). Run in O1CCCC1 (tetrahydrofuran). Run at time 15 hour. The product is C(C)(C)(C)N1C[C@H]([C@@H](C1)C1=C(C=C(C=C1)F)F)C(=O)N1CCC(CC1)C1=C(C=C(C=C1)Cl)CC(=O)O ([2-(1-{[(3S,4R)-1-Tert-Butyl-4-(2,4-Difluorophenyl)Pyrrolidin-3-yl]Carbonyl}Piperidin-4-yl)-5-Chlorophenyl]Acetic Acid). RXN SMILES: C[Si](C)(C)[O-].[K+].[C:7]([N:11]1[CH2:15][C@@H:14]([C:16]2[CH:21]=[CH:20][C:19]([F:22])=[CH:18][C:17]=2[F:23])[C@H:13]([C:24]([N:26]2[CH2:31][CH2:30][CH:29]([C:32]3[CH:37]=[CH:36][C:35]([Cl:38])=[CH:34][C:33]=3[CH2:39][C:40]([O:42]C)=[O:41])[CH2:28][CH2:27]2)=[O:25])[CH2:12]1)([CH3:10])([CH3:9])[CH3:8]>O1CCCC1>[C:7]([N:11]1[CH2:15][C@@H:14]([C:16]2[CH:21]=[CH:20][C:19]([F:22])=[CH:18][C:17]=2[F:23])[C@H:13]([C:24]([N:26]2[CH2:27][CH2:28][CH:29]([C:32]3[CH:37]=[CH:36][C:35]([Cl:38])=[CH:34][C:33]=3[CH2:39][C:40]([OH:42])=[O:41])[CH2:30][CH2:31]2)=[O:25])[CH2:12]1)([CH3:10])([CH3:8])[CH3:9] |f:0.1|. Procedure details: Potassium trimethylsilanolate (0.900 g, 7.05 mmol) was added to a stirred solution of methyl [2-(1-{[(3S,4R)-1-tert-butyl-4-(2,4-difluorophenyl)pyrrolidin-3-yl]carbonyl}-piperidin-4-yl)-5-chlorophenyl]acetate (1-9) (1.25 g, 2.35 mmol) in tetrahydrofuran (24 mL) at room temperature. After approximately 15 h, the volatiles were evaporated in vacuo and the crude residue was treated with a saturated solution of hydrogen chloride in ethyl acetate. After approximately 5 min, the reaction mixture was c... The reactants are ClC1=NC(=C2N=CN(C2=N1)C)NC1=NC=C(C=C1)Cl ((2-chloro-9-methyl-9H-purin-6-yl)-(5-chloro-pyridin-2-yl)-amine), O.NN (hydrazine monohydrate). Yields the product ClC=1C=CC(=NC1)NC1=C2N=CN(C2=NC(=N1)NN)C ((5-Chloro-pyridin-2-yl)-(2-hydrazino-9-methyl-9H-purin-6-yl)-amine). As a reaction SMILES: Cl[C:2]1[N:10]=[C:9]2[C:5]([N:6]=[CH:7][N:8]2[CH3:11])=[C:4]([NH:12][C:13]2[CH:18]=[CH:17][C:16]([Cl:19])=[CH:15][N:14]=2)[N:3]=1.O.[NH2:21][NH2:22]>>[Cl:19][C:16]1[CH:17]=[CH:18][C:13]([NH:12][C:4]2[N:3]=[C:2]([NH:21][NH2:22])[N:10]=[C:9]3[C:5]=2[N:6]=[CH:7][N:8]3[CH3:11])=[N:14][CH:15]=1 |f:1.2|. Procedure: Was prepared according to Example 8 from (2-chloro-9-methyl-9H-purin-6-yl)-(5-chloro-pyridin-2-yl)-amine and hydrazine monohydrate. Product: CS(=O)C1=CC(O)(CCCCOc2ccccc2)C(=CC=CC(O)CCCO)C1=O. Reaction SMILES: [Cl:46][CH2:47][Cl:48].[Na+:41].[OH:1][CH:2]([CH:3]=[CH:4][CH:5]=[C:6]1[C:7]([CH2:14][CH2:15][CH2:16][CH2:17][O:18][c:19]2[cH:20][cH:21][cH:22][cH:23][cH:24]2)([OH:25])[CH:8]=[C:9]([S:12][CH3:13])[C:10]1=[O:11])[CH2:26][CH2:27][CH2:28][OH:29].[OH:30][O:31][C:32]([c:33]1[cH:34][c:35]([Cl:36])[cH:37][cH:38][cH:39]1)=[O:40].[OH:42][C:43](=[O:44])[O-:45]>>[OH:1][CH:2]([CH:3]=[CH:4][CH:5]=[C:6]1[C:7]([CH2:14][CH2:15][CH2:16][CH2:17][O:18][c:19]2[cH:20][cH:21][cH:22][cH:23][cH:24]2)([OH:25])[CH:8]=[C:9]([S:12]([CH3:13])=[O:30])[C:10]1=[O:11])[CH2:26][CH2:27][CH2:28][OH:29]. Starting materials: ClCCl, [Na+], CSC1=CC(O)(CCCCOc2ccccc2)C(=CC=CC(O)CCCO)C1=O, O=C(OO)c1cccc(Cl)c1, O=C([O-])O. Starting materials: ClC1=C(C#N)C=CC(=C1C)N[C@H]([C@H](C)O)C=1OC(=NN1)C1=CC=C(C=C1)O (2-chloro-4-((1R,2S)-2-hydroxy-1-(5-(4-hydroxyphenyl)-1,3,4-oxadiazol-2-yl)propylamino)-3-methylbenzonitrile), C(C1=CC=CC=C1)(=O)Cl (benzoyl chloride). The solvent is N1=CC=CC=C1 (pyridine), C(Cl)Cl (CH2Cl2). Reaction conditions: time 23 hour. Product: C(C1=CC=CC=C1)(=O)OC1=CC=C(C=C1)C=1OC(=NN1)[C@@H]([C@H](C)OC(C1=CC=CC=C1)=O)NC1=C(C(=C(C=C1)C#N)Cl)C (4-(5-((1R,2S)-2-(Benzoyloxy)-1-(3-chloro-4-cyano-2-methylphenylamino)propyl)-1,3,4-oxadiazol-2-yl)phenyl benzoate). Isolated yield 163.4%. RXN SMILES: [Cl:1][C:2]1[C:9]([CH3:10])=[C:8]([NH:11][C@@H:12]([C:16]2[O:17][C:18]([C:21]3[CH:26]=[CH:25][C:24]([OH:27])=[CH:23][CH:22]=3)=[N:19][N:20]=2)[C@@H:13]([OH:15])[CH3:14])[CH:7]=[CH:6][C:3]=1[C:4]#[N:5].[C:28](Cl)(=[O:35])[C:29]1[CH:34]=[CH:33][CH:32]=[CH:31][CH:30]=1>N1C=CC=CC=1.C(Cl)Cl>[C:28]([O:27][C:24]1[CH:23]=[CH:22][C:21]([C:18]2[O:17][C:16]([C@H:12]([NH:11][C:8]3[CH:7]=[CH:6][C:3]([C:4]#[N:5])=[C:2]([Cl:1])[C:9]=3[CH3:10])[C@@H:13]([O:15][C:18](=[O:17])[C:21]3[CH:26]=[CH:25][CH:24]=[CH:23][CH:22]=3)[CH3:14])=[N:20][N:19]=2)=[CH:26][CH:25]=1)(=[O:35])[C:29]1[CH:34]=[CH:33][CH:32]=[CH:31][CH:30]=1. Procedure: To a solution of 2-chloro-4-((1R,2S)-2-hydroxy-1-(5-(4-hydroxyphenyl)-1,3,4-oxadiazol-2-yl)propylamino)-3-methylbenzonitrile (example 8) (200 mg, 0.52 mmol) in pyridine (1.0 mL) and CH2Cl2 (7.0 mL) was added benzoyl chloride (0.18 mL, 1.56 mmol). Upon complete addition the reaction mixture was stirred for 23 h, then quenched with 10% aqueous HCl (15 mL). The mixture was partitioned between H2O (30 mL) and CH2Cl2 (40 mL). The aqueous layer was extracted with CH2Cl2 (35 mL). The combined organic e... Yields the product FC(C1=C(CN2CCC(CC2)\C=C/2\C(=NC(S2)=O)N[C@H]2C(N(CC2)C)=O)C=CC(=C1)C(F)(F)F)(F)F ((5Z)-5-({1-[2,4-bis(trifluoromethyl)benzyl]piperidin-4-yl}methylidene)-4-{[(3R)-1-methyl-2-oxopyrrolidin-3-yl]amino}-1,3-thiazol-2(5H)-one). Yield: 24.9%. RXN SMILES: [CH3:1][N:2]1[CH2:6][CH2:5][C@@H:4]([NH:7][C:8]2[CH2:12][S:11][C:10](=[O:13])[N:9]=2)[C:3]1=[O:14].O=C1[C@H](NC2CSC(=O)N=2)CCN1.[F:28][C:29]([F:50])([F:49])[C:30]1[CH:44]=[C:43]([C:45]([F:48])([F:47])[F:46])[CH:42]=[CH:41][C:31]=1[CH2:32][N:33]1[CH2:38][CH2:37][CH:36]([CH:39]=O)[CH2:35][CH2:34]1.C([O-])(=O)C.[NH2+]1CCCCC1>CC(O)C>[F:50][C:29]([F:28])([F:49])[C:30]1[CH:44]=[C:43]([C:45]([F:48])([F:47])[F:46])[CH:42]=[CH:41][C:31]=1[CH2:32][N:33]1[CH2:38][CH2:37][CH:36](/[CH:39]=[C:12]2/[C:8]([NH:7][C@@H:4]3[CH2:5][CH2:6][N:2]([CH3:1])[C:3]3=[O:14])=[N:9][C:10](=[O:13])[S:11]/2)[CH2:35][CH2:34]1 |f:3.4|. The reactants are CN1C([C@@H](CC1)NC1=NC(SC1)=O)=O (4-{[(3R)-1-methyl-2-oxopyrrolidin-3-yl]amino}-1,3-thiazol-2(5H)-one), O=C1NCC[C@H]1NC1=NC(SC1)=O (4-{[(3R)-2-oxopyrrolidin-3-yl]amino}-1,3-thiazol-2(5H)-one), FC(C1=C(CN2CCC(CC2)C=O)C=CC(=C1)C(F)(F)F)(F)F (1-[2,4-bis(trifluoromethyl)benzyl]piperidine-4-carbaldehyde), C(C)(=O)[O-].[NH2+]1CCCCC1 (piperidinium acetate). Procedure: A solution of tert-butyl[(3R)-2-oxopyrrolidin-3-yl]carbamate (1.87 g) and iodomethane (0.70 mL) in THF (5 mL) and DMF (5 mL) was added to a solution of 60% sodium hydride (0.53 g, containing mineral oil) in THF (10 mL). The reaction mixture was stirred at room temperature overnight, saturated aqueous ammonium chloride solution was added, and the mixture was extracted with ethyl acetate. The extract was washed with water and saturated brine, and dried over anhydrous magnesium sulfate, and the sol... Run at temperature 80 celsius, time 6 hour. Run in CC(C)O (2-propanol).